Dataset: the Open Reaction Database (ORD), a public repository of structured organic reaction records. Task: describe an organic reaction: reactants, conditions, products, and yield Reactants: O=c1ccc2c(F)ccc(F)c2[nH]1, N, OCCO. The product is Nc1ccc(F)c2[nH]c(=O)ccc12. RXN SMILES: [F:1][c:2]1[c:3]2[cH:4][cH:5][c:6](=[O:13])[nH:7][c:8]2[c:9]([F:12])[cH:10][cH:11]1.[NH3:14].[OH:15][CH2:16][CH2:17][OH:18]>>[c:2]1([NH2:14])[c:3]2[cH:4][cH:5][c:6](=[O:13])[nH:7][c:8]2[c:9]([F:12])[cH:10][cH:11]1.